This data is from the Open Reaction Database (ORD), a public repository of structured organic reaction records. The task is: describe an organic reaction: reactants, conditions, products, and yield The reactants are C(C)OC(=O)C=1NN(C(C1)=O)CC1=C(C=CC=C1)S(=O)(=O)O (3-ethoxycarbonyl-1-(2-sulfobenzyl)-pyrazolin-5-one), C(O)CN (ethanolamine), CO (methanol). Run in C(C)(C)O (isopropanol). RXN SMILES: C(O[C:4]([C:6]1[NH:7][N:8]([CH2:12][C:13]2[CH:18]=[CH:17][CH:16]=[CH:15][C:14]=2[S:19]([OH:22])(=[O:21])=[O:20])[C:9](=[O:11])[CH:10]=1)=[O:5])C.[CH2:23]([CH2:25][NH2:26])[OH:24].CO>C(O)(C)C>[OH:24][CH2:23][CH2:25][NH:26][C:4]([C:6]1[NH:7][N:8]([CH2:12][C:13]2[CH:18]=[CH:17][CH:16]=[CH:15][C:14]=2[S:19]([OH:22])(=[O:20])=[O:21])[C:9](=[O:11])[CH:10]=1)=[O:5]. The product is OCCNC(=O)C=1NN(C(C1)=O)CC1=C(C=CC=C1)S(=O)(=O)O (3-(2-hydroxyethylcarbamoyl)-1-(2-sulfobenzyl)pyrazolin-5-one). Isolated yield 86.5%. Procedure: A mixture of 14.5 g of (Intermediate A) and 5.3 g of ethanolamine was reacted under reduced pressure of 30 mmHg at 120° C. for 2 hours. The reaction mixture was cooled to room temperature and dissolved with an additional 30 ml of methanol. 300 ml of isopropanol was further added to the mixture to precipitate crystals. The crystals were filtered off, washed with isopropanol and dried to obtain 13 g (Yield: 86.5%) of 3-(2-hydroxyethylcarbamoyl)-1-(2-sulfobenzyl)pyrazolin-5-one. Reactants: C3, BrC1=NC2=CC=CC=C2C(=C1)[N+](=O)[O-] (2-bromo-4-nitroquinoline), OC1=CC=C(OC(C(=O)OCC)C)C=C1 (ethyl 2-(4-hydroxyphenoxy)-propionate), N1=CC=CC2=CC=CC=C12 (quinoline), N1=CC=CC2=CC=CC=C12 (quinoline). Yields the product BrC1=NC2=CC=CC=C2C(=C1)OC1=CC=C(OC(C(=O)OCC)C)C=C1 (Ethyl 2-[4-(2-bromoquinolin-4-yloxy)phenoxy]propionate). As a reaction SMILES: [Br:1][C:2]1[CH:11]=[C:10]([N+]([O-])=O)[C:9]2[C:4](=[CH:5][CH:6]=[CH:7][CH:8]=2)[N:3]=1.[OH:15][C:16]1[CH:29]=[CH:28][C:19]([O:20][CH:21]([CH3:27])[C:22]([O:24][CH2:25][CH3:26])=[O:23])=[CH:18][CH:17]=1.N1C2C(=CC=CC=2)C=CC=1>>[Br:1][C:2]1[CH:11]=[C:10]([O:15][C:16]2[CH:17]=[CH:18][C:19]([O:20][CH:21]([CH3:27])[C:22]([O:24][CH2:25][CH3:26])=[O:23])=[CH:28][CH:29]=2)[C:9]2[C:4](=[CH:5][CH:6]=[CH:7][CH:8]=2)[N:3]=1. Procedure details: Ethyl 2-[4-(2-bromoquinolin-4-yloxy)phenoxy]propionate (40) was prepared from 2-bromo-4-nitroquinoline (Chem Abstracts 51: 6639) and ethyl 2-(4-hydroxyphenoxy)-propionate following essentially the same procedure as that described in Example 1. The compound was isolated as a colourless oil which solidified slowly on standing. Proton magnetic resonance spectrum (CDCl3 ; δ in ppm): 8.5-7.4 (4H, m, quinoline protons); 7.1 (4H, d of d, phenyl protons); 6.6 (1H, s, C3 quinoline proton); 4.8 (1H, q, CH... Reactants: N1N=CC=C1 (pyrazole), ClC=1N=C(C2=C(N1)SC(=C2)C)NCC2=CC(=CC=C2)[N+](=O)[O-] (2-chloro-6-methyl-4-(3-nitrobenzylamino)-thieno-[2,3-d]-pyrimidine). The product is N1(N=CC=C1)C=1N=C(C2=C(N1)SC(=C2)C)NCC2=CC(=CC=C2)[N+](=O)[O-] (2-(pyrazol-1-yl)-6-methyl-4-(3-nitrobenzylamino)-thieno-[2,3-d]-pyrimidine). Reaction SMILES: [NH:1]1[CH:5]=[CH:4][CH:3]=[N:2]1.Cl[C:7]1[N:8]=[C:9]([NH:17][CH2:18][C:19]2[CH:24]=[CH:23][CH:22]=[C:21]([N+:25]([O-:27])=[O:26])[CH:20]=2)[C:10]2[CH:15]=[C:14]([CH3:16])[S:13][C:11]=2[N:12]=1>>[N:1]1([C:7]2[N:8]=[C:9]([NH:17][CH2:18][C:19]3[CH:24]=[CH:23][CH:22]=[C:21]([N+:25]([O-:27])=[O:26])[CH:20]=3)[C:10]3[CH:15]=[C:14]([CH3:16])[S:13][C:11]=3[N:12]=2)[CH:5]=[CH:4][CH:3]=[N:2]1. Procedure: Following the procedure of Example 97, the reaction of pyrazole with 2-chloro-6-methyl-4-(3-nitrobenzylamino)-thieno-[2,3-d]-pyrimidine gives 2-(pyrazol-1-yl)-6-methyl-4-(3-nitrobenzylamino)-thieno-[2,3-d]-pyrimidine. Starting materials: O=C([O-])O, Cl, [K+], [K+], [K+], NO, [Na+], O, O=P([O-])([O-])[O-], ON=Cc1ccncc1, O=Cc1ccncc1. Product: ON=Cc1ccnc(O)c1. Reaction SMILES: [C:21](=[O:22])([O-:23])[OH:24].[ClH:1].[K+:31].[K+:32].[K+:33].[NH2:2][OH:3].[Na+:25].[OH2:34].[P:26]([O-:27])([O-:28])([O-:29])=[O:30].[n:12]1[cH:13][cH:14][c:15]([CH:18]=[N:19][OH:20])[cH:16][cH:17]1.[n:4]1[cH:5][cH:6][c:7]([CH:8]=[O:11])[cH:9][cH:10]1>>[OH:11][c:13]1[n:12][cH:17][cH:16][c:15]([CH:18]=[N:19][OH:20])[cH:14]1.